From a dataset of the Open Reaction Database (ORD), a public repository of structured organic reaction records. describe an organic reaction: reactants, conditions, products, and yield The reactants are C(=O)(OC(C)(C)C)NCC=1SC(=C(N1)C)C(=O)N (2-(N-BOC-Aminomethyl)-4-methylthiazole-5-carboxamide), C(C)N(C(C)C)C(C)C (ethyldiisopropylamine), FC(C(=O)OC(C(F)(F)F)=O)(F)F (trifluoroacetic anhydride). Solvent: ClCCl (dichloromethane), ClCCl (dichloromethane), ClCCl (dichloromethane). Conditions: temperature 0 celsius, time 1 hour. Product: C(=O)(OC(C)(C)C)NCC=1SC(=C(N1)C)C#N (2-(N-BOC-Aminomethyl)-5-cyano-4-methylthiazole). Reaction SMILES: [C:1]([NH:8][CH2:9][C:10]1[S:11][C:12]([C:16]([NH2:18])=O)=[C:13]([CH3:15])[N:14]=1)([O:3][C:4]([CH3:7])([CH3:6])[CH3:5])=[O:2].C(N(C(C)C)C(C)C)C.FC(F)(F)C(OC(=O)C(F)(F)F)=O>ClCCl>[C:1]([NH:8][CH2:9][C:10]1[S:11][C:12]([C:16]#[N:18])=[C:13]([CH3:15])[N:14]=1)([O:3][C:4]([CH3:6])([CH3:7])[CH3:5])=[O:2]. Reported procedure: 2-(N-BOC-Aminomethyl)-4-methylthiazole-5-carboxamide [sic] (11.13 g, 41.02 mmol) was suspended in dichloromethane (75 ml) and cooled to 0° C. At this temperature, ethyldiisopropylamine (17.86 ml, 102.55 mmol) was first added, and then, slowly, a solution of trifluoroacetic anhydride (6.56 ml, 47.17 mmol) in dichloromethane (20 ml). After stirring for 1 hour, the mixture was diluted with dichloromethane and washed with 5% strength citric acid solution. After drying (MgSO4), the solvent was remove... The reactants are CC#N, C[N+]1([O-])CCOCC1, CCC[N+](CCC)(CCC)CCC, ClCCl, O=[Ru](=O)(=O)[O-], O=S(=O)(c1nc2ccccc2[nH]1)N1CCCCC1c1noc(COc2ccc(CO)cc2)n1. Product: O=Cc1ccc(OCc2nc(C3CCCCN3S(=O)(=O)c3nc4ccccc4[nH]3)no2)cc1. Reaction SMILES: [C:63](#[N:64])[CH3:65].[CH3:34][N+:35]1([O-:36])[CH2:37][CH2:38][O:39][CH2:40][CH2:41]1.[CH3:47][CH2:48][CH2:49][N+:50]([CH2:51][CH2:52][CH3:53])([CH2:54][CH2:55][CH3:56])[CH2:57][CH2:58][CH3:59].[Cl:60][CH2:61][Cl:62].[O-:42][Ru:43](=[O:44])(=[O:45])=[O:46].[nH:1]1[c:2]([S:10](=[O:11])(=[O:12])[N:13]2[CH:14]([c:19]3[n:20][o:21][c:22]([CH2:24][O:25][c:26]4[cH:27][cH:28][c:29]([CH2:32][OH:33])[cH:30][cH:31]4)[n:23]3)[CH2:15][CH2:16][CH2:17][CH2:18]2)[n:3][c:4]2[c:5]1[cH:6][cH:7][cH:8][cH:9]2>>[nH:1]1[c:2]([S:10](=[O:11])(=[O:12])[N:13]2[CH:14]([c:19]3[n:20][o:21][c:22]([CH2:24][O:25][c:26]4[cH:27][cH:28][c:29]([CH:32]=[O:33])[cH:30][cH:31]4)[n:23]3)[CH2:15][CH2:16][CH2:17][CH2:18]2)[n:3][c:4]2[c:5]1[cH:6][cH:7][cH:8][cH:9]2. The reactants are C1CCOC1, CCNc1nc(Cl)ncc1[N+](=O)[O-], [H][H]. Product: CCNc1nc(Cl)ncc1N. Reaction SMILES: [CH2:16]1[O:17][CH2:18][CH2:19][CH2:20]1.[Cl:1][c:2]1[n:3][cH:4][c:5]([N+:11]([O-:12])=[O:13])[c:6]([NH:8][CH2:9][CH3:10])[n:7]1.[H:14][H:15]>>[Cl:1][c:2]1[n:3][cH:4][c:5]([NH2:11])[c:6]([NH:8][CH2:9][CH3:10])[n:7]1. The reactants are CCCc1cc(Br)ccn1, CCOC(=O)C(C(=O)OCC)=C(SCc1ccc(OC)cc1)SCc1ccc(OC)cc1, C1CCOC1. Product: CCOC(=O)C(C(=O)OCC)C(SCc1ccc(OC)cc1)=C(CC)c1cc(Br)ccn1. As a reaction SMILES: [Br:1][c:2]1[cH:3][c:4]([CH2:8][CH2:9][CH3:10])[n:5][cH:6][cH:7]1.[CH3:11][O:12][c:13]1[cH:14][cH:15][c:16]([CH2:17][S:18][C:19](=[C:20]([C:21](=[O:22])[O:23][CH2:24][CH3:25])[C:26](=[O:27])[O:28][CH2:29][CH3:30])[S:31][CH2:32][c:33]2[cH:34][cH:35][c:36]([O:39][CH3:40])[cH:37][cH:38]2)[cH:41][cH:42]1.[O:43]1[CH2:44][CH2:45][CH2:46][CH2:47]1>>[Br:1][c:2]1[cH:3][c:4]([C:8]([CH2:9][CH3:10])=[C:19]([CH:20]([C:21](=[O:22])[O:23][CH2:24][CH3:25])[C:26](=[O:27])[O:28][CH2:29][CH3:30])[S:31][CH2:32][c:33]2[cH:34][cH:35][c:36]([O:39][CH3:40])[cH:37][cH:38]2)[n:5][cH:6][cH:7]1. Starting materials: CCOC(=O)CSc1cnc(N)s1, COc1cccc(CCC(=O)O)c1, CC1CCC(N(CCCc2cccc(Cl)c2)C(=O)Nc2ncc(SCC(=O)O)s2)CC1. Product: COc1cccc(CCCN(C(=O)Nc2ncc(SCC(=O)O)s2)C2CCC(C)CC2)c1. Reaction SMILES: [CH2:45]([O:46][C:47](=[O:48])[CH2:49][S:50][c:51]1[s:52][c:53]([NH2:54])[n:55][cH:56]1)[CH3:57].[CH3:32][O:33][c:34]1[cH:35][c:36]([CH2:37][CH2:38][C:39]([OH:40])=[O:41])[cH:42][cH:43][cH:44]1.[Cl:1][c:2]1[cH:3][c:4]([CH2:8][CH2:9][CH2:10][N:11]([C:12]([NH:13][c:14]2[s:15][c:16]([S:19][CH2:20][C:21](=[O:22])[OH:23])[cH:17][n:18]2)=[O:24])[CH:25]2[CH2:26][CH2:27][CH:28]([CH3:31])[CH2:29][CH2:30]2)[cH:5][cH:6][cH:7]1>>[c:2]1([O:33][CH3:32])[cH:3][c:4]([CH2:8][CH2:9][CH2:10][N:11]([C:12]([NH:13][c:14]2[s:15][c:16]([S:19][CH2:20][C:21](=[O:22])[OH:23])[cH:17][n:18]2)=[O:24])[CH:25]2[CH2:26][CH2:27][CH:28]([CH3:31])[CH2:29][CH2:30]2)[cH:5][cH:6][cH:7]1. Starting materials: C(C=C)N (allylamine), C(C=C)N1C(N(CCC1)C1=C(C=CC(=C1)Cl)C)=S (3-Allyl-1-(5-chloro-2-methyl-phenyl)-3,4,5,6-tetrahydro-pyrimidine-2(1H)-thione), crude material. The solvent is ClCCl (dichloromethane). Product: C(C=C)NCCCNC1=C(C=CC(=C1)Cl)C (N-Allyl-N′-(5-chloro-2-methyl-phenyl)-propane-1,3-diamine). Isolated yield 41.2%. As a reaction SMILES: C(N)C=C.[CH2:5]([N:8]1[CH2:13][CH2:12][CH2:11][N:10]([C:14]2[CH:19]=[C:18]([Cl:20])[CH:17]=[CH:16][C:15]=2[CH3:21])C1=S)[CH:6]=[CH2:7]>ClCCl>[CH2:5]([NH:8][CH2:13][CH2:12][CH2:11][NH:10][C:14]1[CH:19]=[C:18]([Cl:20])[CH:17]=[CH:16][C:15]=1[CH3:21])[CH:6]=[CH2:7]. Reported procedure: A mixture of allylamine (1.0 mL) and the hydrobromide salt of Step B (1.0 g) was heated at 100° C. under nitrogen for 45 minutes. The reaction was cooled and partitioned between dichloromethane and 1 N sodium hydroxide. The aqueous layer was extracted with dichloromethane, the extracts were dried over sodium sulfate and concentrated in vacuo to give a yellow oil. The crude material was dissolved in dichloromethane and absorbed onto a column of Merck-60 flash silica gel. Elution with a solvent gr...